This data is from the Open Reaction Database (ORD), a public repository of structured organic reaction records. The task is: describe an organic reaction: reactants, conditions, products, and yield The reactants are BrC=1SC2=C(N=C(N=C2Cl)SCC2=CC=CC=C2)N1 (2-Bromo-7-chloro-5-[(phenylmethyl)thio]thiazolo[4,5-d]pyrimidine), NCCO (2-aminoethanol). The product is ClC=1C2=C(N=C(N1)SCC1=CC=CC=C1)N=C(S2)NCCO (2-[[7-Chloro-5-[(phenylmethyl)thio]thiazolo[4,5-d]pyrimidin-2-yl]amino]-1-ethanol). Reaction SMILES: Br[C:2]1[S:3][C:4]2[C:9]([Cl:10])=[N:8][C:7]([S:11][CH2:12][C:13]3[CH:18]=[CH:17][CH:16]=[CH:15][CH:14]=3)=[N:6][C:5]=2[N:19]=1.[NH2:20][CH2:21][CH2:22][OH:23]>>[Cl:10][C:9]1[C:4]2[S:3][C:2]([NH:20][CH2:21][CH2:22][OH:23])=[N:19][C:5]=2[N:6]=[C:7]([S:11][CH2:12][C:13]2[CH:18]=[CH:17][CH:16]=[CH:15][CH:14]=2)[N:8]=1. Procedure: Prepared by the method of Example 231, using the product of Example 219 and 2-aminoethanol.